From a dataset of the Open Reaction Database (ORD), a public repository of structured organic reaction records. describe an organic reaction: reactants, conditions, products, and yield Reactants: O1CCOC=2C=NC(=CC21)CNCC2CN(CCC2)C(=O)OC(C)(C)C (tert-butyl 3-(((2,3-dihydro(1,4)dioxino(2,3-c)pyridin-7-ylmethyl)amino)methyl)piperidine-1-carboxylate), FC(C(=O)OCC)(F)F (ethyl trifluoroacetate), FC(C(=O)OCC)(F)F (ethyl trifluoroacetate). Run in CO (methanol). Reaction conditions: time 2 hour. The product is O1CCOC=2C=NC(=CC21)CN(C(C(F)(F)F)=O)CC2CN(CCC2)C(=O)OC(C)(C)C (tert-butyl 3-(((2,3-dihydro(1,4)dioxino(2,3-c)pyridin-7-ylmethyl)(trifluoroacetyl)amino)-methyl)piperidine-1-carboxylate). Reaction SMILES: [O:1]1[C:10]2[CH:9]=[C:8]([CH2:11][NH:12][CH2:13][CH:14]3[CH2:19][CH2:18][CH2:17][N:16]([C:20]([O:22][C:23]([CH3:26])([CH3:25])[CH3:24])=[O:21])[CH2:15]3)[N:7]=[CH:6][C:5]=2[O:4][CH2:3][CH2:2]1.[F:27][C:28]([F:35])([F:34])[C:29](OCC)=[O:30]>CO>[O:1]1[C:10]2[CH:9]=[C:8]([CH2:11][N:12]([CH2:13][CH:14]3[CH2:19][CH2:18][CH2:17][N:16]([C:20]([O:22][C:23]([CH3:26])([CH3:25])[CH3:24])=[O:21])[CH2:15]3)[C:29](=[O:30])[C:28]([F:35])([F:34])[F:27])[N:7]=[CH:6][C:5]=2[O:4][CH2:3][CH2:2]1. Procedure: To a solution of 1.3 g of tert-butyl 3-(((2,3-dihydro(1,4)dioxino(2,3-c)pyridin-7-ylmethyl)amino)methyl)piperidine-1-carboxylate in 10 mL of methanol, 0.54 mL of ethyl trifluoroacetate was added, and a mixture was stirred at room temperature for 2 hours, and then stirred at 40 to 45° C. for 3 hours. Thereto was added 0.54 mL of ethyl trifluoroacetate, and the mixture was heated under reflux while stirring for 3 hours. The mixture was cooled to room temperature, and the solvent was then distilled... Starting materials: CN(CC(=O)O)NC(=O)NCc1ccccc1, CCOC(OCC)C(C)N(Cc1cccc2cccnc12)C(=O)C(N)CC(=O)NC(c1ccccc1)(c1ccccc1)c1ccccc1. Product: CCOC(OCC)C(C)N(Cc1cccc2cccnc12)C(=O)C(CC(=O)NC(c1ccccc1)(c1ccccc1)c1ccccc1)NC(=O)CN(C)NC(=O)NCc1ccccc1. Reaction SMILES: [CH2:1]([c:2]1[cH:3][cH:4][cH:5][cH:6][cH:7]1)[NH:8][C:9](=[O:10])[NH:11][N:12]([CH3:13])[CH2:14][C:15](=[O:16])[OH:17].[NH2:18][CH:19]([C:20](=[O:21])[N:22]([CH2:23][c:24]1[cH:25][cH:26][cH:27][c:28]2[cH:29][cH:30][cH:31][n:32][c:33]12)[CH:34]([CH:35]([O:36][CH2:37][CH3:38])[O:39][CH2:40][CH3:41])[CH3:42])[CH2:43][C:44](=[O:45])[NH:46][C:47]([c:48]1[cH:49][cH:50][cH:51][cH:52][cH:53]1)([c:54]1[cH:55][cH:56][cH:57][cH:58][cH:59]1)[c:60]1[cH:61][cH:62][cH:63][cH:64][cH:65]1>>[CH2:1]([c:2]1[cH:3][cH:4][cH:5][cH:6][cH:7]1)[NH:8][C:9](=[O:10])[NH:11][N:12]([CH3:13])[CH2:14][C:15](=[O:17])[NH:18][CH:19]([C:20](=[O:21])[N:22]([CH2:23][c:24]1[cH:25][cH:26][cH:27][c:28]2[cH:29][cH:30][cH:31][n:32][c:33]12)[CH:34]([CH:35]([O:36][CH2:37][CH3:38])[O:39][CH2:40][CH3:41])[CH3:42])[CH2:43][C:44](=[O:45])[NH:46][C:47]([c:48]1[cH:49][cH:50][cH:51][cH:52][cH:53]1)([c:54]1[cH:55][cH:56][cH:57][cH:58][cH:59]1)[c:60]1[cH:61][cH:62][cH:63][cH:64][cH:65]1. Reactants: ClC1=CC=C(C=C1)C(C(=O)N)C(C)C (2-(4-chlorophenyl)-3-methylbutyramide), F[B-](F)(F)F.C[O+](C)C (trimethyloxonium tetrafluoroborate), ice, CCOCC (ether), C([O-])(O)=O.[Na+] (sodium bicarbonate). The solvent is C(Cl)Cl (methylene chloride). Reaction conditions: time 8 hour. Yields the product ClC1=CC=C(C=C1)C(C(OC)=N)C(C)C (methyl 2-(4-chlorophenyl)-3-methylbutanimidate). RXN SMILES: [Cl:1][C:2]1[CH:7]=[CH:6][C:5]([CH:8]([CH:12]([CH3:14])[CH3:13])[C:9]([NH2:11])=[O:10])=[CH:4][CH:3]=1.F[B-](F)(F)F.[CH3:20][O+](C)C.CCOCC.C(=O)(O)[O-].[Na+]>C(Cl)Cl>[Cl:1][C:2]1[CH:3]=[CH:4][C:5]([CH:8]([CH:12]([CH3:14])[CH3:13])[C:9](=[NH:11])[O:10][CH3:20])=[CH:6][CH:7]=1 |f:1.2,4.5|. Procedure details: To a mixture of 2.32 g (11 mmol) of 2-(4-chlorophenyl)-3-methylbutyramide in methylene chloride is added, at room temperature, 1.78 g (12 mmol) of trimethyloxonium tetrafluoroborate. After stirring overnight under nitrogen, the resulting solution is poured onto an ice-cold mixture of ether and aqueous sodium bicarbonate. The aqueous layer is discarded, and the ethereal layer is washed with cold water and dried over sodium sulfate. Filtration and concentration in vacuo affords methyl 2-(4-chlorop... Starting materials: CO, COC(=O)C=Cc1ccc(OC)cn1, Cl, [K+], [OH-]. Yields the product COc1ccc(C=CC(=O)O)nc1. RXN SMILES: [CH3:18][OH:19].[CH3:1][O:2][c:3]1[cH:4][n:5][c:6]([CH:9]=[CH:10][C:11](=[O:12])[O:13][CH3:14])[cH:7][cH:8]1.[ClH:17].[K+:16].[OH-:15]>>[CH3:1][O:2][c:3]1[cH:4][n:5][c:6]([CH:9]=[CH:10][C:11](=[O:12])[OH:13])[cH:7][cH:8]1.